This data is from the Open Reaction Database (ORD), a public repository of structured organic reaction records. The task is: describe an organic reaction: reactants, conditions, products, and yield Starting materials: CC(C)(C)Cc1ccc(N2CCC(O)C2)c(C#N)c1, CO, [H][H], N. The product is CC(C)(C)Cc1ccc(N2CCC(O)C2)c(CN)c1. RXN SMILES: [CH3:1][C:2]([CH2:3][c:4]1[cH:5][cH:6][c:7]([N:12]2[CH2:13][CH:14]([OH:17])[CH2:15][CH2:16]2)[c:8]([C:9]#[N:10])[cH:11]1)([CH3:18])[CH3:19].[CH3:23][OH:24].[H:20][H:21].[NH3:22]>>[CH3:1][C:2]([CH2:3][c:4]1[cH:5][cH:6][c:7]([N:12]2[CH2:13][CH:14]([OH:17])[CH2:15][CH2:16]2)[c:8]([CH2:9][NH2:10])[cH:11]1)([CH3:18])[CH3:19].